Dataset: the Open Reaction Database (ORD), a public repository of structured organic reaction records. Task: describe an organic reaction: reactants, conditions, products, and yield Starting materials: O=Cc1ccccc1F, OCC(O)CO. The product is OC1COC(c2ccccc2F)OC1. Reaction SMILES: [F:1][c:2]1[c:3]([CH:4]=[O:5])[cH:6][cH:7][cH:8][cH:9]1.[OH:10][CH2:11][CH:12]([OH:13])[CH2:14][OH:15]>>[F:1][c:2]1[c:3]([CH:4]2[O:5][CH2:14][CH:12]([OH:13])[CH2:11][O:10]2)[cH:6][cH:7][cH:8][cH:9]1. The reactants are BrC=1C=CC=2C(N(C(C3=CC=CC1C23)=O)C2=CC=CC=C2)=O (6-bromo-2-phenyl-benzo[de]isoquinoline-1,3-dione), [OH-].[Na+] (sodium hydroxide), C(CCO)O (1,3-propane diol). Solvent: O (Water). Reaction conditions: temperature 120 celsius, time 10 hour. The product is OCCCOC=1C=CC=2C(N(C(C3=CC=CC1C23)=O)C2=CC=CC=C2)=O (6-(3-Hydroxy-propoxy)-2-phenyl-benzo[de]isoquinoline-1,3-dione). As a reaction SMILES: Br[C:2]1[CH:3]=[CH:4][C:5]2[C:6](=[O:22])[N:7]([C:16]3[CH:21]=[CH:20][CH:19]=[CH:18][CH:17]=3)[C:8](=[O:15])[C:9]3[C:14]=2[C:13]=1[CH:12]=[CH:11][CH:10]=3.[OH-].[Na+].[CH2:25]([OH:29])[CH2:26][CH2:27][OH:28]>O>[OH:28][CH2:27][CH2:26][CH2:25][O:29][C:2]1[CH:3]=[CH:4][C:5]2[C:6](=[O:22])[N:7]([C:16]3[CH:21]=[CH:20][CH:19]=[CH:18][CH:17]=3)[C:8](=[O:15])[C:9]3[C:14]=2[C:13]=1[CH:12]=[CH:11][CH:10]=3 |f:1.2|. Reported procedure: A mixture of 6-bromo-2-phenyl-benzo[de]isoquinoline-1,3-dione (4.0 g), sodium hydroxide (0.67 g) and 1,3-propane diol (50 ml) was maintained with stirring at 120° C. for 10 hrs. The reaction mixture was cooled to room temperature. Water (100 ml) was added to the mixture and solid separated out. The solid was filtered, washed with water, and dried at 100° C. for 8 hours to provide a crude product in a yield of 1.90 g. The crude product was purified using mono chloro benzene (60 ml) and activated ...